describe an organic reaction: reactants, conditions, products, and yield From a dataset of the Open Reaction Database (ORD), a public repository of structured organic reaction records. The reactants are ClC1=C(N)C=C(C(=C1)Cl)Cl (2,4,5-trichloroaniline), ClC=1C=C(N)C=C(C1Cl)Cl (3,4,5-trichloroaniline). The reagents and catalysts are same catalyst. The product is ClC=1C=C(N)C=CC1 (3-chloroaniline), ClC1=C(N)C=C(C(=C1)Cl)Cl (2,4,5-trichloroaniline), 2,3- and 3,4-dichloroanilines. As a reaction SMILES: [Cl:1][C:2]1[CH:3]=[C:4]([CH:6]=[C:7](Cl)[C:8]=1Cl)[NH2:5].[Cl:11][C:12]1[CH:18]=[C:17]([Cl:19])[C:16]([Cl:20])=[CH:15][C:13]=1[NH2:14]>>[Cl:1][C:2]1[CH:3]=[C:4]([CH:6]=[CH:7][CH:8]=1)[NH2:5].[Cl:11][C:12]1[CH:18]=[C:17]([Cl:19])[C:16]([Cl:20])=[CH:15][C:13]=1[NH2:14]. Procedure details: Example 9 is repeated, the 3,4,5-trichloroaniline being replaced by 2,4,5-trichloroaniline and 0.5 g of the same catalyst being introduced in place of 0.1 g. After a reaction time of 10 hours under the same conditions, 3-chloroaniline is obtained with a yield of 100% for a complete conversion of the 2,4,5-trichloroaniline and of the intermediates (2,5-, 2,3- and 3,4-dichloroanilines). The degree of hydrodechlorination of the solvent is 0.09%. Reactants: C(#N)C1=C(N=C(N1)CCC)N1C=CC=C1 (5-Cyano-2-propyl-4-(1H-pyrrol-1-yl)imidazole), CC(C)([O-])C.[K+] (potassium tert butoxide), C1(=CC=CC=C1)C(N1N=NN=C1C1=C(C=CC=C1)C1=CC=C(C=C1)CBr)(C1=CC=CC=C1)C1=CC=CC=C1 (N-Triphenylmethyl-5-(4'-(bromomethyl)biphenyl-2-yl]tetrazole). Product: C(#N)C1=C(N=C(N1CC1=CC=C(C=C1)C1=C(C=CC=C1)C1=NN=NN1)CCC)N1C=CC=C1 (Cyano 2-propyl-4-(1H-pyrrol-1-yl)-1-[(2'-(1H-tetrazol-5-yl)biphen-4-yl)methyl]-1H-imidazole). As a reaction SMILES: [C:1]([C:3]1[NH:7][C:6]([CH2:8][CH2:9][CH3:10])=[N:5][C:4]=1[N:11]1[CH:15]=[CH:14][CH:13]=[CH:12]1)#[N:2].CC(C)([O-])C.[K+].C1(C(C2C=CC=CC=2)(C2C=CC=CC=2)[N:29]2[C:33]([C:34]3[CH:39]=[CH:38][CH:37]=[CH:36][C:35]=3[C:40]3[CH:45]=[CH:44][C:43]([CH2:46]Br)=[CH:42][CH:41]=3)=[N:32][N:31]=[N:30]2)C=CC=CC=1>>[C:1]([C:3]1[N:7]([CH2:46][C:43]2[CH:44]=[CH:45][C:40]([C:35]3[CH:36]=[CH:37][CH:38]=[CH:39][C:34]=3[C:33]3[NH:29][N:30]=[N:31][N:32]=3)=[CH:41][CH:42]=2)[C:6]([CH2:8][CH2:9][CH3:10])=[N:5][C:4]=1[N:11]1[CH:12]=[CH:13][CH:14]=[CH:15]1)#[N:2] |f:1.2|. Procedure details: Using the method described in Example 15, 5-cyano 2 propyl-4-(1H-pyrrol-1-yl)imidazole (Example 19, 2.0 g), potassium tert butoxide (1.2 g) and N-triphenylmethyl-5-[4'-(bromomethyl)biphenyl-2yl]tetrazole (Example 12, 7.0 g) were reacted to give the title product in its triphenylmethyl protected form after purification by chromatography. This material was dissolved in methanol (200 mL), treated with aqueous 10% citric acid (10 mL) and heated at reflux for 2.5 hours. The resulting solution was dil... The reactants are C(=O)(OC(C)(C)C)N[C@@H](CC1=CC=C(C=C1)O)C(=O)O (Boc-L-Tyrosine), N,N-dicyclohexylcarbodiimide, C(Cl)Cl (methylene chloride), product. Solvent: CN(C=O)C (dimethylformamide). Run at time 10 minute. Yields the product N[C@@H](CC1=CC=C(C=C1)O)C(=O)O (Tyrosine). As a reaction SMILES: C([NH:8][C@H:9]([C:18]([OH:20])=[O:19])[CH2:10][C:11]1[CH:16]=[CH:15][C:14]([OH:17])=[CH:13][CH:12]=1)(OC(C)(C)C)=O.C(Cl)Cl>CN(C)C=O>[NH2:8][C@H:9]([C:18]([OH:20])=[O:19])[CH2:10][C:11]1[CH:12]=[CH:13][C:14]([OH:17])=[CH:15][CH:16]=1. Reported procedure: While maintaining the nitrogen gas atmosphere, 3 fold molar excess of Boc-L-Tyrosine (Vega, supra.) dissolved in dimethylformamide and adjusted to 15 ml. with the addition of methylene chloride is added to the product of Step (F) above and the resulting mixture shaken. After about 10 minutes, 3 fold molar excess of N,N-dicyclohexylcarbodiimide is added and the resulting mixture is shaken for 4.5 to 5 hours at room temperature. At the end of this period, the reaction mixture is filtered and the r... Reactants: C(C1=CC=CC=C1)NS(=O)(=O)C1=CC(=CC=C1)CO (N-Benzyl-3-hydroxymethyl-benzenesulfonamide). The reagents and catalysts are O=[Mn]=O (MnO2). Run in C(Cl)Cl (CH2Cl2). Product: C(C1=CC=CC=C1)NS(=O)(=O)C1=CC(=CC=C1)C=O (N-Benzyl-3-formyl-benzenesulfonamide). The yield is 84.7%. RXN SMILES: [CH2:1]([NH:8][S:9]([C:12]1[CH:17]=[CH:16][CH:15]=[C:14]([CH2:18][OH:19])[CH:13]=1)(=[O:11])=[O:10])[C:2]1[CH:7]=[CH:6][CH:5]=[CH:4][CH:3]=1>C(Cl)Cl.O=[Mn]=O>[CH2:1]([NH:8][S:9]([C:12]1[CH:17]=[CH:16][CH:15]=[C:14]([CH:18]=[O:19])[CH:13]=1)(=[O:11])=[O:10])[C:2]1[CH:7]=[CH:6][CH:5]=[CH:4][CH:3]=1. Procedure details: Reaction N-Benzyl-3-hydroxymethyl-benzenesulfonamide (crude from previous step, 1.36 mmol), MnO2 (1.40 g, 13.60 mmol) in CH2Cl2 (10 mL) at 40° C. under N2 overnight gave the title compound (317 mg, 85%) as a white solid. Starting materials: COc1cccc(OC)c1 (substrate), Cc1ccc([Mg]Br)cc1 (effective_coupling_partner). The reagents and catalysts are C1-CDC. Reaction conditions: temperature 100 celsius, time 12 hour. Yields the product Cc3ccc(c2cccc(c1ccc(C)cc1)c2)cc3.